Dataset: the Open Reaction Database (ORD), a public repository of structured organic reaction records. Task: describe an organic reaction: reactants, conditions, products, and yield Starting materials: CC(C)(C)OC(=O)CBr, CCCCCCCCCCCC(=O)N1C(=O)OCC1C(C)C. Product: CCCCCCCCCCC(CC(=O)OC(C)(C)C)C(=O)N1C(=O)OCC1C(C)C. As a reaction SMILES: [Br:23][CH2:24][C:25](=[O:26])[O:27][C:28]([CH3:29])([CH3:30])[CH3:31].[CH:1]([CH3:2])([CH3:3])[CH:4]1[N:5]([C:10]([CH2:11][CH2:12][CH2:13][CH2:14][CH2:15][CH2:16][CH2:17][CH2:18][CH2:19][CH2:20][CH3:21])=[O:22])[C:6](=[O:9])[O:7][CH2:8]1>>[CH:1]([CH3:2])([CH3:3])[CH:4]1[N:5]([C:10]([CH:11]([CH2:12][CH2:13][CH2:14][CH2:15][CH2:16][CH2:17][CH2:18][CH2:19][CH2:20][CH3:21])[CH2:24][C:25](=[O:26])[O:27][C:28]([CH3:29])([CH3:30])[CH3:31])=[O:22])[C:6](=[O:9])[O:7][CH2:8]1. The yield is 98.0%. Product: FC(S(=O)(=O)OCC1CCOCC1)(F)F (Tetrahydropyran-4-ylmethyl trifluoromethanesulfonate), C(C1=CC=CC=C1)(C1=CC=CC=C1)(C1=CC=CC=C1)NC=1SC=C(N1)/C(/C(=O)NC1[C@@H]2N(C(=C(CS2)CC2CCOCC2)C(=S)OC(C2=CC=CC=C2)C2=CC=CC=C2)C1=O)=N/OC (Diphenylmethyl 7-[(Z)-2-(2-tritylaminothiazol-4-yl)-2-methoxyiminoacetamido]-3-(tetrahydropyran-4-yl)methylthio-3-cephem-4-carboxylate). Solvent: N1=CC=CC=C1 (pyridine), C(C)N(CC)CC (triethylamine). Starting materials: O1CCC(CC1)CO (tetrahydropyran-4-yl-methanol), FC(S(=O)(=O)OS(=O)(=O)C(F)(F)F)(F)F (trifluoromethanesulfonic acid anhydride), FC(S(=O)(=O)OCC1CCOCC1)(F)F (tetrahydropyran-4-ylmethyl trifluoromethanesulfonate), C(C1=CC=CC=C1)(C1=CC=CC=C1)(C1=CC=CC=C1)NC=1SC=C(N1)/C(/C(=O)NC1[C@@H]2N(C(=C(CS2)C(C)=O)C(=S)OC(C2=CC=CC=C2)C2=CC=CC=C2)C1=O)=N/OC (diphenylmethyl 7-[(Z)-2-(2-tritylaminothiazol-4-yl)-2-methoxyiminoacetamido]-3-acetylthio-3-cephem-4-carboxylate), N1CCOCC1 (morpholine). Reported procedure: Tetrahydropyran-4-ylmethyl trifluoromethanesulfonate was prepared in the same manner as in Example 27(a) from tetrahydropyran-4-yl-methanol (348 mg), pyridine (0.27 ml) and trifluoromethanesulfonic acid anhydride (931 mg). On the other hand, diphenylmethyl 7-[(Z)-2-(2-tritylaminothiazol-4-yl)-2-methoxyiminoacetamido]-3-acetylthio-3-cephem-4-carboxylate (866 mg) was reacted with morpholine and triethylamine in the same manner as in Example 27(b), followed by reacting the resulting reaction produc... Reaction SMILES: [O:1]1[CH2:6][CH2:5][CH:4]([CH2:7]O)[CH2:3][CH2:2]1.FC(F)(F)S(OS(C(F)(F)F)(=O)=O)(=O)=O.[C:24]([NH:43][C:44]1[S:45][CH:46]=[C:47](/[C:49](=[N:81]/[O:82][CH3:83])/[C:50]([NH:52][CH:53]2[C:79](=[O:80])[N:55]3[C:56]([C:63]([O:65][CH:66]([C:73]4[CH:78]=[CH:77][CH:76]=[CH:75][CH:74]=4)[C:67]4[CH:72]=[CH:71][CH:70]=[CH:69][CH:68]=4)=[S:64])=[C:57](C(=O)C)[CH2:58][S:59][C@H:54]23)=[O:51])[N:48]=1)([C:37]1[CH:42]=[CH:41][CH:40]=[CH:39][CH:38]=1)([C:31]1[CH:36]=[CH:35][CH:34]=[CH:33][CH:32]=1)[C:25]1[CH:30]=[CH:29][CH:28]=[CH:27][CH:26]=1.N1CCOCC1.[F:90][C:91]([F:104])([F:103])[S:92]([O:95][CH2:96][CH:97]1[CH2:102][CH2:101][O:100][CH2:99][CH2:98]1)(=[O:94])=[O:93]>C(N(CC)CC)C.N1C=CC=CC=1>[F:103][C:91]([F:90])([F:104])[S:92]([O:95][CH2:96][CH:97]1[CH2:98][CH2:99][O:100][CH2:101][CH2:102]1)(=[O:93])=[O:94].[C:24]([NH:43][C:44]1[S:45][CH:46]=[C:47](/[C:49](=[N:81]/[O:82][CH3:83])/[C:50]([NH:52][CH:53]2[C:79](=[O:80])[N:55]3[C:56]([C:63]([O:65][CH:66]([C:73]4[CH:74]=[CH:75][CH:76]=[CH:77][CH:78]=4)[C:67]4[CH:68]=[CH:69][CH:70]=[CH:71][CH:72]=4)=[S:64])=[C:57]([CH2:7][CH:4]4[CH2:3][CH2:2][O:1][CH2:6][CH2:5]4)[CH2:58][S:59][C@H:54]23)=[O:51])[N:48]=1)([C:37]1[CH:38]=[CH:39][CH:40]=[CH:41][CH:42]=1)([C:31]1[CH:36]=[CH:35][CH:34]=[CH:33][CH:32]=1)[C:25]1[CH:26]=[CH:27][CH:28]=[CH:29][CH:30]=1. Starting materials: ClC=1C(=CC=2N(N1)C(=NN2)C2=CC=CC=C2)C2CCC2 (6-chloro-7-cyclobutyl-3-phenyl-1,2,4-triazolo[4,3-b]pyridazine), CNCC1=NN(C=N1)C (N-methyl-N-(1-methyl-1H-1,2,4-triazol-3-ylmethyl)amine). Run in CO (methanol), C(C)N(CC)CC (triethylamine), CN(C)C=O (DMF). Run at temperature 100 celsius. Product: Cl (hydrogen chloride), Cl.C1(CCC1)C1=CC=2N(N=C1N(CC1=NN(C=N1)C)C)C(=NN2)C2=CC=CC=C2 (N-(7-Cyclobutyl-3-phenyl-1,2,4-triazolo[4,3-b]pyridazin-6-yl)-N-methyl-N-(1-methyl-1H-1,2,4-triazol-3-ylmethyl)amine Hydrochloride). Isolated yield 55.6%. RXN SMILES: [Cl:1][C:2]1[C:3]([CH:17]2[CH2:20][CH2:19][CH2:18]2)=[CH:4][C:5]2[N:6]([C:8]([C:11]3[CH:16]=[CH:15][CH:14]=[CH:13][CH:12]=3)=[N:9][N:10]=2)[N:7]=1.[CH3:21][NH:22][CH2:23][C:24]1[N:28]=[CH:27][N:26]([CH3:29])[N:25]=1>C(N(CC)CC)C.CN(C=O)C.CO>[ClH:1].[ClH:1].[CH:17]1([C:3]2[C:2]([N:22]([CH3:21])[CH2:23][C:24]3[N:28]=[CH:27][N:26]([CH3:29])[N:25]=3)=[N:7][N:6]3[C:8]([C:11]4[CH:16]=[CH:15][CH:14]=[CH:13][CH:12]=4)=[N:9][N:10]=[C:5]3[CH:4]=2)[CH2:20][CH2:19][CH2:18]1 |f:6.7|. Reported procedure: A mixture of 6-chloro-7-cyclobutyl-3-phenyl-1,2,4-triazolo[4,3-b]pyridazine (100 mg, 0.35 mmol) and N-methyl-N-(1-methyl-1H-1,2,4-triazol-3-ylmethyl)amine (150 mg, 1.2 mmol) in triethylamine (1 ml) and dry DMF (1 ml) was stirred and heated at 100° C. in a sealed tube for 16 hours. Upon cooling the volatiles were removed in vacuo, and the residue was partitioned between dichloromethane and saturated aqueous sodium hydrogen carbonate. The aqueous was further extracted with dichloromethane (x2). Th... Starting materials: C(C)(C)N1C2=C(C=C(C1=O)C(=O)OCC)C=CS2 (ethyl 6,7-dihydro-7-isopropyl-6-oxothieno[2,3-b]pyridine-5-carboxylate), [OH-].[Na+] (sodium hydroxide). The solvent is CO (methanol). Product: C(C)(C)N1C2=C(C=C(C1=O)C(=O)O)C=CS2 (6,7-dihydro-7-isopropyl-6-oxothieno[2,3-b]pyridine-5-carboxylic acid). Yield: 81.3%. Reaction SMILES: [CH:1]([N:4]1[C:9](=[O:10])[C:8]([C:11]([O:13]CC)=[O:12])=[CH:7][C:6]2[CH:16]=[CH:17][S:18][C:5]1=2)([CH3:3])[CH3:2].[OH-].[Na+]>CO>[CH:1]([N:4]1[C:9](=[O:10])[C:8]([C:11]([OH:13])=[O:12])=[CH:7][C:6]2[CH:16]=[CH:17][S:18][C:5]1=2)([CH3:3])[CH3:2] |f:1.2|. Procedure details: A mixture of ethyl 6,7-dihydro-7-isopropyl-6-oxothieno[2,3-b]pyridine-5-carboxylate (1.12 g, 4.2 mmol), sodium hydroxide (6.3 mL, 2 N solution in water, 12.6 mmol) and methanol (20 mL) was heated at reflux for 18 h, cooled to room temperature and concentrated to remove methanol. The concentrate was diluted with water, cooled to 0° C. and acidified with concentrated hydrochloric acid. The resulting precipitates were collected by vacuum filtration and dried to provide the title compound as an off-... Starting materials: ClC=1C=C2C(C(NC2=C(C1)Cl)=O)(CC)CCCCCl (5,7-dichloro-3-(4-chlorobutyl)-3-ethyl-1,3-dihydro-2H-indol-2-one), ClC=1C=C(C=CC1Cl)N1CCNCC1 (1-(3,4-dichlorophenyl)-piperazine). The product is ClC=1C=C2C(C(NC2=C(C1)Cl)=O)(CC)CCCCN1CCN(CC1)C1=CC(=C(C=C1)Cl)Cl (5,7-dichloro-3-{4-[4-(3,4-dichlorophenyl)-piperazin-1-yl]-butyl}-3-ethyl-1,3-dihydro-2H-indol-2-one). As a reaction SMILES: [Cl:1][C:2]1[CH:3]=[C:4]2[C:8](=[C:9]([Cl:11])[CH:10]=1)[NH:7][C:6](=[O:12])[C:5]2([CH2:15][CH2:16][CH2:17][CH2:18]Cl)[CH2:13][CH3:14].[Cl:20][C:21]1[CH:22]=[C:23]([N:28]2[CH2:33][CH2:32][NH:31][CH2:30][CH2:29]2)[CH:24]=[CH:25][C:26]=1[Cl:27]>>[Cl:1][C:2]1[CH:3]=[C:4]2[C:8](=[C:9]([Cl:11])[CH:10]=1)[NH:7][C:6](=[O:12])[C:5]2([CH2:15][CH2:16][CH2:17][CH2:18][N:31]1[CH2:30][CH2:29][N:28]([C:23]2[CH:24]=[CH:25][C:26]([Cl:27])=[C:21]([Cl:20])[CH:22]=2)[CH2:33][CH2:32]1)[CH2:13][CH3:14]. Reported procedure: The title compound is prepared according to process H by applying processing method 1 from 5,7-dichloro-3-(4-chlorobutyl)-3-ethyl-1,3-dihydro-2H-indol-2-one and 1-(3,4-dichlorophenyl)-piperazine. The reactants are O=C=NC(=O)c1c(Cl)cccc1Cl, ClCCl, Nc1ccc(-c2ccccc2)cn1. The product is O=C(NC(=O)c1c(Cl)cccc1Cl)Nc1ccc(-c2ccccc2)cn1. Reaction SMILES: [Cl:1][c:2]1[c:3]([C:4](=[O:5])[N:6]=[C:7]=[O:8])[c:9]([Cl:13])[cH:10][cH:11][cH:12]1.[Cl:27][CH2:28][Cl:29].[c:14]1(-[c:20]2[cH:21][cH:22][c:23]([NH2:26])[n:24][cH:25]2)[cH:15][cH:16][cH:17][cH:18][cH:19]1>>[Cl:1][c:2]1[c:3]([C:4](=[O:5])[NH:6][C:7](=[O:8])[NH:26][c:23]2[cH:22][cH:21][c:20](-[c:14]3[cH:15][cH:16][cH:17][cH:18][cH:19]3)[cH:25][n:24]2)[c:9]([Cl:13])[cH:10][cH:11][cH:12]1. Reactants: BrCC=1OC2=C(N1)C=CC=C2 (2-bromomethyl-benzooxazole), [Na+].C1(=CC=CC=C1)S(=O)[O-] (benzenesulfinic acid sodium salt), C1COCCOCCOCCOCCOCCO1 (18-crown-6). Run in CC#N (CH3CN). Run at time 8 hour. The product is C1(=CC=CC=C1)S(=O)(=O)CC=1OC2=C(N1)C=CC=C2 (2-benzenesulfonylmethyl-benzooxazole). The yield is 68.9%. RXN SMILES: Br[CH2:2][C:3]1[O:4][C:5]2[CH:11]=[CH:10][CH:9]=[CH:8][C:6]=2[N:7]=1.[Na+].[C:13]1([S:19]([O-:21])=[O:20])[CH:18]=[CH:17][CH:16]=[CH:15][CH:14]=1.C1OCCOCCOCCOCCOCCOC1>CC#N>[C:13]1([S:19]([CH2:2][C:3]2[O:4][C:5]3[CH:11]=[CH:10][CH:9]=[CH:8][C:6]=3[N:7]=2)(=[O:21])=[O:20])[CH:18]=[CH:17][CH:16]=[CH:15][CH:14]=1 |f:1.2|. Procedure: To 9.1 g (0.043 mol) of 2-bromomethyl-benzooxazole in CH3CN (300 mL) were added 7.39 g (0.045 mol, 1.05 eq) of benzenesulfinic acid sodium salt and 2.27 g (8.6 mmol, 0.2 eq) of 18-crown-6. Stirring was continued overnight, solvent evaporated and a column chromatography afforded 8.1 g (70%) of 2-benzenesulfonylmethyl-benzooxazole as a white solid, MS: 274 (H+). (Y. Nagao, S. Yamada, E. Fujita, Tet. Lett., 1983, 24, 2291) Starting materials: CC(C[C@@H](C(=O)O)CC(=O)N1CCOCC1)(CC1=CC=CC=C1)C ((R)-4,4-Dimethyl-2-(2-morpholin-4-yl-2-oxo-ethyl)-5-phenyl-pentanoic acid), NC(C(O)C1=NC(=NO1)C1=CC=CC=C1)CC (2-Amino-1-(3-phenyl-1,2,4-oxadiazol-5-yl)-butan-1-ol). Product: C1(=CC=CC=C1)C1=NOC(=N1)C(=O)C(CC)NC([C@H](CC(CC1=CC=CC=C1)(C)C)CC(=O)N1CCOCC1)=O ((R)-4,4-Dimethyl-2-(2-morpholin-4-yl-2-oxo-ethyl)-5-phenyl-pentanoic acid [1-(3-phenyl-1,2,4-oxadiazole-5-carbonyl)-propyl]-amide). Reaction SMILES: [CH3:1][C:2]([CH3:24])([CH2:17][C:18]1[CH:23]=[CH:22][CH:21]=[CH:20][CH:19]=1)[CH2:3][C@H:4]([CH2:8][C:9]([N:11]1[CH2:16][CH2:15][O:14][CH2:13][CH2:12]1)=[O:10])[C:5]([OH:7])=O.[NH2:25][CH:26]([CH2:40][CH3:41])[CH:27]([C:29]1[O:33][N:32]=[C:31]([C:34]2[CH:39]=[CH:38][CH:37]=[CH:36][CH:35]=2)[N:30]=1)[OH:28]>>[C:34]1([C:31]2[N:30]=[C:29]([C:27]([CH:26]([NH:25][C:5](=[O:7])[C@@H:4]([CH2:8][C:9]([N:11]3[CH2:16][CH2:15][O:14][CH2:13][CH2:12]3)=[O:10])[CH2:3][C:2]([CH3:1])([CH3:24])[CH2:17][C:18]3[CH:23]=[CH:22][CH:21]=[CH:20][CH:19]=3)[CH2:40][CH3:41])=[O:28])[O:33][N:32]=2)[CH:35]=[CH:36][CH:37]=[CH:38][CH:39]=1. Reported procedure: It is similarly prepared (as mixture of diastereoisomers) according to general procedure given for example 10 above but using (R)-4,4-Dimethyl-2-(2-morpholin-4-yl-2-oxo-ethyl)-5-phenyl-pentanoic acid and 2-Amino-1-(3-phenyl-1,2,4-oxadiazol-5-yl)-butan-1-ol Starting materials: C(C=C)(=O)OCCC(=O)O (2-Carboxyethyl acrylate), S(=O)(Cl)Cl (Thionyl chloride). The solvent is C(Cl)Cl (CH2Cl2). Run at time 4 hour. The product is C(C=C)(=O)OCCC(=O)Cl (3-chloro-3-oxopropyl acrylate). RXN SMILES: [C:1]([O:5][CH2:6][CH2:7][C:8]([OH:10])=O)(=[O:4])[CH:2]=[CH2:3].S(Cl)([Cl:13])=O>C(Cl)Cl>[C:1]([O:5][CH2:6][CH2:7][C:8]([Cl:13])=[O:10])(=[O:4])[CH:2]=[CH2:3]. Procedure details: 2-Carboxyethyl acrylate (1 eq.) is dissolved in CH2Cl2 and the solution is cooled in an ice bath. Thionyl chloride (1 eq.) is added dropwise and the mixture is allowed to warm to room temperature and stir for 4 hours. The solvent is removed under reduced pressure and the desired product is isolated by vacuum distillation. The reactants are CC1=C(C2=CC=CC=C2C(=C1)O)O (2-methyl-1,4-naphthohydroquinone), C(C)OC(CCCCC(=O)O)C1=CC=C(C=C1)OC (6-ethoxy-6-(4-methoxyphenyl)hexanoic acid). The reagents and catalysts are CC1(C2CCC1(C(=O)C2)CS(=O)(=O)O)C (D-Camphor-10-sulfonic acid). The solvent is C1(=CC=CC=C1)C (toluene). Run at temperature 60 celsius. Yields the product CC1=C(C(C2=CC=CC=C2C1=O)=O)C(CCCCC(=O)O)C1=CC=C(C=C1)OC (6-(3-methyl-1,4-naphthoquinon-2-yl)-6-(4-methoxyphenyl)hexanoic acid). Yield: 44.6%. As a reaction SMILES: [CH3:1][C:2]1[CH:11]=[C:10]([OH:12])[C:9]2[C:4](=[CH:5][CH:6]=[CH:7][CH:8]=2)[C:3]=1[OH:13].C(O[CH:17]([C:25]1[CH:30]=[CH:29][C:28]([O:31][CH3:32])=[CH:27][CH:26]=1)[CH2:18][CH2:19][CH2:20][CH2:21][C:22]([OH:24])=[O:23])C>CC1(C)C2(CS(O)(=O)=O)C(CC1CC2)=O.C1(C)C=CC=CC=1>[CH3:1][C:2]1[C:3](=[O:13])[C:4]2[C:9](=[CH:8][CH:7]=[CH:6][CH:5]=2)[C:10](=[O:12])[C:11]=1[CH:17]([C:25]1[CH:26]=[CH:27][C:28]([O:31][CH3:32])=[CH:29][CH:30]=1)[CH2:18][CH2:19][CH2:20][CH2:21][C:22]([OH:24])=[O:23]. Procedure: D-Camphor-10-sulfonic acid (0.1 g) was added to a toluene solution (50 ml) of 2-methyl-1,4-naphthohydroquinone (3.6 g, 0.02 mole) and 6-ethoxy-6-(4-methoxyphenyl)hexanoic acid (5.6 g, 0.021 mole), and the mixture was heated at 60° C. for 18 hours, with stirring. After cooling, the solvent was distilled off under reduced pressure, and then tetrahydrofuran (20 ml) was added to the residue. A 10% aqueous solution of ferric chloride was added to the solution, followed by stirring for 10 minutes, and...